From a dataset of the Open Reaction Database (ORD), a public repository of structured organic reaction records. describe an organic reaction: reactants, conditions, products, and yield The reactants are O=C([O-])[O-], CC(C)=O, Cc1nc(N2CCC(c3ccc(F)cc3)CC2)c([N+](=O)[O-])c(=O)[nH]1, O=S(=O)(OCC(F)(F)F)C(F)(F)F, [K+], [K+], [Na]. The product is Cc1nc(OCC(F)(F)F)c([N+](=O)[O-])c(N2CCC(c3ccc(F)cc3)CC2)n1. As a reaction SMILES: [C:39](=[O:40])([O-:41])[O-:42].[CH3:45][C:46](=[O:47])[CH3:48].[F:1][c:2]1[cH:3][cH:4][c:5]([CH:8]2[CH2:9][CH2:10][N:11]([c:14]3[c:15]([N+:22](=[O:23])[O-:24])[c:16](=[O:21])[nH:17][c:18]([CH3:20])[n:19]3)[CH2:12][CH2:13]2)[cH:6][cH:7]1.[F:25][C:26]([F:27])([F:28])[S:29]([O:30][CH2:31][C:32]([F:33])([F:34])[F:35])(=[O:36])=[O:37].[K+:43].[K+:44].[Na:38]>>[F:1][c:2]1[cH:3][cH:4][c:5]([CH:8]2[CH2:9][CH2:10][N:11]([c:14]3[c:15]([N+:22](=[O:23])[O-:24])[c:16]([O:21][CH2:31][C:32]([F:33])([F:34])[F:35])[n:17][c:18]([CH3:20])[n:19]3)[CH2:12][CH2:13]2)[cH:6][cH:7]1. The reactants are C(#C)[Si](C)(C)C (ethynyltrimethylsilane), CC(C(=O)C=1C=NC=NC1)C (2-methyl-1-pyrimidin-5-ylpropan-1-one), C(C)[Mg]Br (ethyl magnesium bromide), solution. Run in O1CCCC1 (tetrahydrofuran), O1CCCC1 (tetrahydrofuran), O1CCCC1 (tetrahydrofuran). Conditions: time 45 minute. The product is OC(C#C[Si](C)(C)C)(C(C)C)C=1C=NC=NC1 (3-hydroxy-4-methyl-3-pyrimidin-5-yl-1-trimethylsilylpent-1-yne). The yield is 81.7%. As a reaction SMILES: C([Mg]Br)C.[C:5]([Si:7]([CH3:10])([CH3:9])[CH3:8])#[CH:6].[CH3:11][CH:12]([CH3:21])[C:13]([C:15]1[CH:16]=[N:17][CH:18]=[N:19][CH:20]=1)=[O:14]>O1CCCC1>[OH:14][C:13]([C:15]1[CH:20]=[N:19][CH:18]=[N:17][CH:16]=1)([CH:12]([CH3:21])[CH3:11])[C:6]#[C:5][Si:7]([CH3:10])([CH3:9])[CH3:8]. Procedure details: A solution of ethyl magnesium bromide (33 ml of a solution which was 3M in tetrahydrofuran; 0.1 mol) was added to a stirred, cooled solution of ethynyltrimethylsilane (9.8 g,0.1 mol) in dry tetrahydrofuran (150 ml) under nitrogen. The rate of addition was adjusted so as to maintain the reaction temperature below 30° C. After stirring for 45 minutes, 2-methyl-1-pyrimidin-5-ylpropan-1-one (15 g, 0.1 mol) in dry tetrahydrofuran (30 ml) was slowly added. The mixture was allowed to react for 2.8 hour... Starting materials: CC1=CC(NC2=CC=C(C=C12)OCCCCSC1=NC2=CC=CC=C2C=C1)=O (4-methyl-6-[4-(2-quinolyl-mercapto)-butoxy]-carbostyril), OO (hydrogen peroxide). Product: CC1=CC(NC2=CC=C(C=C12)OCCCCS(=O)C1=NC2=CC=CC=C2C=C1)=O (4-Methyl-6-[4-(2-quinolylsulfinyl)-butoxy]-carbostyril). RXN SMILES: [CH3:1][C:2]1[C:11]2[C:6](=[CH:7][CH:8]=[C:9]([O:12][CH2:13][CH2:14][CH2:15][CH2:16][S:17][C:18]3[CH:27]=[CH:26][C:25]4[C:20](=[CH:21][CH:22]=[CH:23][CH:24]=4)[N:19]=3)[CH:10]=2)[NH:5][C:4](=[O:28])[CH:3]=1.[OH:29]O>>[CH3:1][C:2]1[C:11]2[C:6](=[CH:7][CH:8]=[C:9]([O:12][CH2:13][CH2:14][CH2:15][CH2:16][S:17]([C:18]3[CH:27]=[CH:26][C:25]4[C:20](=[CH:21][CH:22]=[CH:23][CH:24]=4)[N:19]=3)=[O:29])[CH:10]=2)[NH:5][C:4](=[O:28])[CH:3]=1. Procedure: Prepared analogous to Example 123 from 4-methyl-6-[4-(2-quinolyl-mercapto)-butoxy]-carbostyril and hydrogen peroxide. Reactants: ClC1=CC=C(C=C1)C=1SC=2C(N(C=CC2N1)C1=CC(=C(C=C1)CCCN1CCCC1)OC)=O (2-(4-chloro-phenyl)-5-[3-methoxy-4-(3-pyrrolidin-1-yl-propyl)-phenyl]-5H-thiazolo[5,4-c]pyridin-4-one), Cl (HCl). The solvent is CO (MeOH). Product: Cl.ClC1=CC=C(C=C1)C=1SC=2C(N(C=CC2N1)C1=CC(=C(C=C1)CCCN1CCCC1)OC)=O (2-(4-Chloro-phenyl)-5-[3-methoxy-4-(3-pyrrolidin-1-yl-propyl)-phenyl]-5H-thiazolo[5,4-c]pyridin-4-one hydrochloride). The yield is 161.3%. Reaction SMILES: [Cl:1][C:2]1[CH:7]=[CH:6][C:5]([C:8]2[S:9][C:10]3[C:11](=[O:33])[N:12]([C:17]4[CH:22]=[CH:21][C:20]([CH2:23][CH2:24][CH2:25][N:26]5[CH2:30][CH2:29][CH2:28][CH2:27]5)=[C:19]([O:31][CH3:32])[CH:18]=4)[CH:13]=[CH:14][C:15]=3[N:16]=2)=[CH:4][CH:3]=1.Cl>CO>[ClH:1].[Cl:1][C:2]1[CH:3]=[CH:4][C:5]([C:8]2[S:9][C:10]3[C:11](=[O:33])[N:12]([C:17]4[CH:22]=[CH:21][C:20]([CH2:23][CH2:24][CH2:25][N:26]5[CH2:30][CH2:29][CH2:28][CH2:27]5)=[C:19]([O:31][CH3:32])[CH:18]=4)[CH:13]=[CH:14][C:15]=3[N:16]=2)=[CH:6][CH:7]=1 |f:3.4|. Procedure details: Mix 2-(4-chloro-phenyl)-5-[3-methoxy-4-(3-pyrrolidin-1-yl-propyl)-phenyl]-5H-thiazolo[5,4-c]pyridin-4-one (833 mg, 1.74 mmol) in MeOH (10 mL) and add 1N HCl (2.0 mL, 2.0 mmol). Stir the mixture at room temperature until all the solids dissolve then cool to −20° C. overnight. Collect the precipitate by filtration, wash with ether, and dry under vacuum to give the title compound (725 mg, 81%). MS (ES+) 480.0 (M+1)+. 1H NMR (400 MHz, CDCl3): δ 10.14 (s, 1H), 8.16 (d, 2H, J=8.8 Hz), 7.77 (d, 1H, J=7... The reactants are CCOC(=O)c1cnc(CBr)s1, O=C([O-])[O-], Cc1csc(S(=O)(=O)N(CC(C)F)c2cc3c(cc2O)CCC3)n1, [K+], [K+], CN(C)C=O, O. The product is CCOC(=O)c1cnc(COc2cc3c(cc2N(CC(C)F)S(=O)(=O)c2nc(C)cs2)CCC3)s1. As a reaction SMILES: [Br:25][CH2:26][c:27]1[s:28][c:29]([C:32](=[O:33])[O:34][CH2:35][CH3:36])[cH:30][n:31]1.[C:37](=[O:38])([O-:39])[O-:40].[F:1][CH:2]([CH2:3][N:4]([S:5](=[O:6])(=[O:7])[c:8]1[s:9][cH:10][c:11]([CH3:13])[n:12]1)[c:14]1[cH:15][c:16]2[c:20]([cH:21][c:22]1[OH:23])[CH2:19][CH2:18][CH2:17]2)[CH3:24].[K+:41].[K+:42].[O:44]=[CH:45][N:46]([CH3:47])[CH3:48].[OH2:43]>>[F:1][CH:2]([CH2:3][N:4]([S:5](=[O:6])(=[O:7])[c:8]1[s:9][cH:10][c:11]([CH3:13])[n:12]1)[c:14]1[cH:15][c:16]2[c:20]([cH:21][c:22]1[O:23][CH2:26][c:27]1[s:28][c:29]([C:32](=[O:33])[O:34][CH2:35][CH3:36])[cH:30][n:31]1)[CH2:19][CH2:18][CH2:17]2)[CH3:24].